This data is from the Open Reaction Database (ORD), a public repository of structured organic reaction records. The task is: describe an organic reaction: reactants, conditions, products, and yield Starting materials: COc1ccc(CN)cc1, CN1CCCC1=O, CCCCCC, Nc1nc(F)c(Cl)cc1F, c1ccccc1. Yields the product COc1ccc(CNc2nc(N)c(F)cc2Cl)cc1. RXN SMILES: [CH3:18][O:19][c:20]1[cH:21][cH:22][c:23]([CH2:24][NH2:25])[cH:26][cH:27]1.[CH3:1][N:2]1[CH2:3][CH2:4][CH2:5][C:6]1=[O:7].[CH3:34][CH2:35][CH2:36][CH2:37][CH2:38][CH3:39].[NH2:8][c:9]1[n:10][c:11]([F:17])[c:12]([Cl:16])[cH:13][c:14]1[F:15].[cH:28]1[cH:29][cH:30][cH:31][cH:32][cH:33]1>>[NH2:8][c:9]1[n:10][c:11]([NH:25][CH2:24][c:23]2[cH:22][cH:21][c:20]([O:19][CH3:18])[cH:27][cH:26]2)[c:12]([Cl:16])[cH:13][c:14]1[F:15].